Dataset: the Open Reaction Database (ORD), a public repository of structured organic reaction records. Task: describe an organic reaction: reactants, conditions, products, and yield Procedure details: Substantially the same procedure as in Example 1 was repeated using 3',4',5'-trimethoxyacetophenone (659 mg) and 6-methoxyindole-3-carboxaldehyde (550 mg) except that the reaction solution was concentrated under reduced pressure, that the residue was purified by silica gel column chromatography, and that the obtained crude crystals were recrystallized from ethanol, to give Compound 39 (369 mg). Starting materials: COC=1C=C(C=C(C1OC)OC)C(C)=O (3',4',5'-trimethoxyacetophenone), COC1=CC=C2C(=CNC2=C1)C=O (6-methoxyindole-3-carboxaldehyde). Isolated yield 32.0%. Product: COC1=CC=C2C(=CNC2=C1)/C=C/C(=O)C1=CC(=C(C(=C1)OC)OC)OC ((E)-3-(6-Methoxyindol-3-yl)-1-(3,4,5-trimethoxyphenyl)-2-propen-1-one). RXN SMILES: [CH3:1][O:2][C:3]1[CH:4]=[C:5]([C:13](=[O:15])[CH3:14])[CH:6]=[C:7]([O:11][CH3:12])[C:8]=1[O:9][CH3:10].[CH3:16][O:17][C:18]1[CH:26]=[C:25]2[C:21]([C:22]([CH:27]=O)=[CH:23][NH:24]2)=[CH:20][CH:19]=1>>[CH3:16][O:17][C:18]1[CH:26]=[C:25]2[C:21]([C:22](/[CH:27]=[CH:14]/[C:13]([C:5]3[CH:6]=[C:7]([O:11][CH3:12])[C:8]([O:9][CH3:10])=[C:3]([O:2][CH3:1])[CH:4]=3)=[O:15])=[CH:23][NH:24]2)=[CH:20][CH:19]=1. Reactants: CC(=O)O[BH-](OC(C)=O)OC(C)=O, O=C([O-])O, CC(=O)O, CC(C)=O, ClCCl, COC(=O)C1CNCC1c1ccc(F)cc1F, [Na+], [Na+]. The product is COC(=O)C1CN(C(C)C)CC1c1ccc(F)cc1F. Reaction SMILES: [C:1]([O:2][BH-:3]([O:4][C:5](=[O:6])[CH3:7])[O:8][C:9](=[O:10])[CH3:11])(=[O:12])[CH3:13].[C:40](=[O:41])([O-:42])[OH:43].[CH3:15][C:16](=[O:17])[OH:18].[CH3:19][C:20]([CH3:21])=[O:22].[Cl:45][CH2:46][Cl:47].[F:23][c:24]1[c:25]([CH:31]2[CH:32]([C:36](=[O:37])[O:38][CH3:39])[CH2:33][NH:34][CH2:35]2)[cH:26][cH:27][c:28]([F:30])[cH:29]1.[Na+:14].[Na+:44]>>[CH3:19][CH:20]([CH3:21])[N:34]1[CH2:33][CH:32]([C:36](=[O:37])[O:38][CH3:39])[CH:31]([c:25]2[c:24]([F:23])[cH:29][c:28]([F:30])[cH:27][cH:26]2)[CH2:35]1. The reactants are [Cl-], Cl, O=N[O-], COc1ccc(C2CN(Cc3ccccc3)Cc3c2ccc(OC)c3N)cc1OC, [Na+], [Na+], [OH-], O. Product: COc1ccc(C2CN(Cc3ccccc3)Cc3c2ccc(OC)c3Cl)cc1OC. As a reaction SMILES: [Cl-:35].[ClH:38].[N:31]([O-:32])=[O:33].[NH2:1][c:2]1[c:3]([O:29][CH3:30])[cH:4][cH:5][c:6]2[c:11]1[CH2:10][N:9]([CH2:12][c:13]1[cH:14][cH:15][cH:16][cH:17][cH:18]1)[CH2:8][CH:7]2[c:19]1[cH:20][c:21]([O:27][CH3:28])[c:22]([O:25][CH3:26])[cH:23][cH:24]1.[Na+:34].[Na+:37].[OH-:36].[OH2:39]>>[c:2]1([Cl:35])[c:3]([O:29][CH3:30])[cH:4][cH:5][c:6]2[c:11]1[CH2:10][N:9]([CH2:12][c:13]1[cH:14][cH:15][cH:16][cH:17][cH:18]1)[CH2:8][CH:7]2[c:19]1[cH:20][c:21]([O:27][CH3:28])[c:22]([O:25][CH3:26])[cH:23][cH:24]1. Starting materials: ClC1=C(C(=CC=C1)Cl)C1=CC2=C(N=C(N=C2)NCCCN2CCN(CC2)C)N=C1N (6-(2,6-Dichlorophenyl)-N2 -[3-(4-methyl-piperazin-1-yl)-propyl]-pyrido[2,3-d]pyrimidine-2,7-diamine), COC1=C(C=CC=C1)N=C=O (2-methoxyphenyl isocyanate). Solvent: CO.CC#N (MeOH CH3CN). Product: ClC1=C(C(=CC=C1)Cl)C1=CC2=C(N=C(N=C2)NCCCN2CCN(CC2)C)N=C1NC(=O)NC1=C(C=CC=C1)OC (1-{6-(2,6-dichlorophenyl)-2-[3-(4-methyl-piperazin-1-yl)-propylamino]-pyrido[2,3-d]pyrimidin-7-yl}-3-(2-methoxy-phenyl)-urea). Yield: 69.2%. Reaction SMILES: [Cl:1][C:2]1[CH:7]=[CH:6][CH:5]=[C:4]([Cl:8])[C:3]=1[C:9]1[C:29]([NH2:30])=[N:28][C:12]2[N:13]=[C:14]([NH:17][CH2:18][CH2:19][CH2:20][N:21]3[CH2:26][CH2:25][N:24]([CH3:27])[CH2:23][CH2:22]3)[N:15]=[CH:16][C:11]=2[CH:10]=1.[CH3:31][O:32][C:33]1[CH:38]=[CH:37][CH:36]=[CH:35][C:34]=1[N:39]=[C:40]=[O:41]>CO.CC#N>[Cl:1][C:2]1[CH:7]=[CH:6][CH:5]=[C:4]([Cl:8])[C:3]=1[C:9]1[C:29]([NH:30][C:40]([NH:39][C:34]2[CH:35]=[CH:36][CH:37]=[CH:38][C:33]=2[O:32][CH3:31])=[O:41])=[N:28][C:12]2[N:13]=[C:14]([NH:17][CH2:18][CH2:19][CH2:20][N:21]3[CH2:26][CH2:25][N:24]([CH3:27])[CH2:23][CH2:22]3)[N:15]=[CH:16][C:11]=2[CH:10]=1 |f:2.3|. Procedure: 6-(2,6-Dichlorophenyl)-N2 -[3-(4-methyl-piperazin-1-yl)-propyl]-pyrido[2,3-d]pyrimidine-2,7-diamine (1.0 g) from Example 36 was reacted with 0.334 g of 2-methoxyphenyl isocyanate according to the general procedure of Example 37 to give 0.9232 g of 1-{6-(2,6-dichlorophenyl)-2-[3-(4-methyl-piperazin-1-yl)-propylamino]-pyrido[2,3-d]pyrimidin-7-yl}-3-(2-methoxy-phenyl)-urea, ESMS (20/80 MeOH/CH3CN+0.1% AcOH): M+ +H=595; mp 152.5°-154° C. Reactants: N#CC1(c2ccccc2)CCC(=O)CC1, [BH3-]C#N, c1ccc(CN2CCNCC2)cc1, CC(=O)O, CCO, [Na+], O. The product is N#CC1(c2ccccc2)CCC(N2CCN(Cc3ccccc3)CC2)CC1. Reaction SMILES: [C:1](#[N:2])[C:3]1([c:10]2[cH:11][cH:12][cH:13][cH:14][cH:15]2)[CH2:4][CH2:5][C:6](=[O:9])[CH2:7][CH2:8]1.[C:33]([BH3-:34])#[N:35].[CH2:16]([c:17]1[cH:18][cH:19][cH:20][cH:21][cH:22]1)[N:23]1[CH2:24][CH2:25][NH:26][CH2:27][CH2:28]1.[CH3:29][C:30](=[O:31])[OH:32].[CH3:37][CH2:38][OH:39].[Na+:36].[OH2:40]>>[C:1](#[N:2])[C:3]1([c:10]2[cH:11][cH:12][cH:13][cH:14][cH:15]2)[CH2:4][CH2:5][CH:6]([N:26]2[CH2:25][CH2:24][N:23]([CH2:16][c:17]3[cH:18][cH:19][cH:20][cH:21][cH:22]3)[CH2:28][CH2:27]2)[CH2:7][CH2:8]1. The reactants are O=Cc1ccc(Br)cc1, [Na+], O=[N+]([O-])[O-], O=S(=O)(O)O. The product is O=Cc1ccc(Br)c([N+](=O)[O-])c1. As a reaction SMILES: [Br:6][c:7]1[cH:8][cH:9][c:10]([CH:11]=[O:12])[cH:13][cH:14]1.[Na+:1].[O-:2][N+:3]([O-:4])=[O:5].[S:15](=[O:16])(=[O:17])([OH:18])[OH:19]>>[O-:2][N+:3](=[O:5])[c:8]1[c:7]([Br:6])[cH:14][cH:13][c:10]([CH:11]=[O:12])[cH:9]1. Reactants: C[Si](C)(C)C#CCBr, C1CCOC1, CC(C)[N-]C(C)C, Cc1ccc2ccccc2n1, [Li+]. The product is C[Si](C)(C)C#CCCc1ccc2ccccc2n1. RXN SMILES: [Br:20][CH2:21][C:22]#[C:23][Si:24]([CH3:25])([CH3:26])[CH3:27].[CH2:28]1[O:29][CH2:30][CH2:31][CH2:32]1.[CH3:13][CH:14]([N-:15][CH:16]([CH3:17])[CH3:18])[CH3:19].[CH3:1][c:2]1[n:3][c:4]2[cH:5][cH:6][cH:7][cH:8][c:9]2[cH:10][cH:11]1.[Li+:12]>>[CH2:1]([c:2]1[n:3][c:4]2[cH:5][cH:6][cH:7][cH:8][c:9]2[cH:10][cH:11]1)[CH2:21][C:22]#[C:23][Si:24]([CH3:25])([CH3:26])[CH3:27].